describe an organic reaction: reactants, conditions, products, and yield From a dataset of the Open Reaction Database (ORD), a public repository of structured organic reaction records. As a reaction SMILES: [C:28](=[O:29])([O-:30])[O-:31].[CH3:34][CH2:35][O:36][C:37](=[O:38])[CH3:39].[CH3:40][N:41]([CH3:42])[CH:43]=[O:44].[Cl:18][CH2:19][O:20][c:21]1[cH:22][cH:23][c:24]([Cl:27])[cH:25][cH:26]1.[K+:32].[K+:33].[OH:1][c:2]1[c:3]([C:8]([n:9]2[cH:10][n:11][cH:12][cH:13]2)=[N:14][N:15]([CH3:16])[CH3:17])[cH:4][cH:5][cH:6][cH:7]1>>[O:1]([c:2]1[c:3]([C:8]([n:9]2[cH:10][n:11][cH:12][cH:13]2)=[N:14][N:15]([CH3:16])[CH3:17])[cH:4][cH:5][cH:6][cH:7]1)[CH2:19][O:20][c:21]1[cH:22][cH:23][c:24]([Cl:27])[cH:25][cH:26]1. Yields the product CN(C)N=C(c1ccccc1OCOc1ccc(Cl)cc1)n1ccnc1. Reactants: O=C([O-])[O-], CCOC(C)=O, CN(C)C=O, ClCOc1ccc(Cl)cc1, [K+], [K+], CN(C)N=C(c1ccccc1O)n1ccnc1.